Dataset: the Open Reaction Database (ORD), a public repository of structured organic reaction records. Task: describe an organic reaction: reactants, conditions, products, and yield Starting materials: NC1=C(N=NC2=C(C=CC=C12)Br)C(=O)NCCC (4-amino-8-bromo-N-propyl-cinnoline-3-carboxamide), COC1=C(C=CC=C1OC)B(O)O (2,3-dimethoxyphenyl boronic acid). Product: NC1=C(N=NC2=C(C=CC=C12)C1=C(C(=CC=C1)OC)OC)C(=O)NCCC (4-amino-8-(2,3-dimethoxyphenyl)-N-propyl-cinnoline-3-carboxamide). Yield: 87.7%. Reaction SMILES: [NH2:1][C:2]1[C:11]2[C:6](=[C:7](Br)[CH:8]=[CH:9][CH:10]=2)[N:5]=[N:4][C:3]=1[C:13]([NH:15][CH2:16][CH2:17][CH3:18])=[O:14].[CH3:19][O:20][C:21]1[C:26]([O:27][CH3:28])=[CH:25][CH:24]=[CH:23][C:22]=1B(O)O>>[NH2:1][C:2]1[C:11]2[C:6](=[C:7]([C:25]3[CH:24]=[CH:23][CH:22]=[C:21]([O:20][CH3:19])[C:26]=3[O:27][CH3:28])[CH:8]=[CH:9][CH:10]=2)[N:5]=[N:4][C:3]=1[C:13]([NH:15][CH2:16][CH2:17][CH3:18])=[O:14]. Procedure details: Using method A, 4-amino-8-bromo-N-propyl-cinnoline-3-carboxamide (100 mg, 0.33 mmol) and 2,3-dimethoxyphenyl boronic acid (148 mg, 0.97 mmol) were reacted to afford the title compound (106 mg, 89.5% yield) as a pale-yellow solid. 1H NMR (300 MHz, CDCl3) δ 8.55 (br, 1H), 7.89 (d, J=8.1 Hz, 1H), 7.78 (dd, J=7.1 Hz, J′=1.5 Hz, 1H), 7.71 (t, J=7.6 Hz, 1H), 7.15 (t, J=7.9 Hz, 1H), 6.99 (m, 2H), 3.92 (s, 3H), 3.53 (s, 3H), 3.45 (q, J=6.7 Hz, 2H), 1.65 (m, J=7.2 Hz, 2H), 0.99 (t, J=7.4 Hz, 3H) MS APCI,... The reactants are C1(=CC=CC=C1)P(C1=CC=CC=C1)C1=CC=CC=C1 (triphenylphosphine), C1(C=2C(C(N1)=O)=CC=CC2)=O (phthalimide), N(=NC(=O)OCC)C(=O)OCC (diethyl azodicarboxylate), Cl.ClC=1C=C2C=CC(=CC2=CC1)S(=O)(=O)N1CC(N(C(C1)CO)N(C1CCN(CC1)C1=CC=NC=C1)C)=O (4-[(6-chloro-2-naphthyl)sulfonyl]-6-(hydoxymethyl)-1-[methyl[1-(4-pyridinyl)-4-piperidinyl]amino]-2-piperazinone hydrochloride). The solvent is C(Cl)Cl (methylene chloride), C(Cl)Cl (methylene chloride). Reaction conditions: temperature 0 celsius. Yields the product ClC=1C=C2C=CC(=CC2=CC1)S(=O)(=O)N1CC(N(C(C1)=O)N(C1CCN(CC1)C1=CC=NC=C1)C)CN1C(C2=CC=CC=C2C1=O)=O (2-[(4-[(6-chloro-2-naphthyl)sulfonyl]-1-[methyl[1-(4-pyridinyl)-4-piperidinyl]amino]-6-oxo-2-piperazinyl)methyl]-1H-isoindole-1,3(2H)-dione). Yield: 89.4%. RXN SMILES: C1(P(C2C=CC=CC=2)C2C=CC=CC=2)C=CC=CC=1.[C:20]1(=[O:30])[NH:24][C:23](=[O:25])[C:22]2=[CH:26][CH:27]=[CH:28][CH:29]=[C:21]12.N(C(OCC)=O)=NC(OCC)=O.Cl.[Cl:44][C:45]1[CH:46]=[C:47]2[C:52](=[CH:53][CH:54]=1)[CH:51]=[C:50]([S:55]([N:58]1[CH2:63][CH:62]([CH2:64]O)[N:61]([N:66]([CH3:79])[CH:67]3[CH2:72][CH2:71][N:70]([C:73]4[CH:78]=[CH:77][N:76]=[CH:75][CH:74]=4)[CH2:69][CH2:68]3)[C:60](=[O:80])[CH2:59]1)(=[O:57])=[O:56])[CH:49]=[CH:48]2>C(Cl)Cl>[Cl:44][C:45]1[CH:46]=[C:47]2[C:52](=[CH:53][CH:54]=1)[CH:51]=[C:50]([S:55]([N:58]1[CH2:59][C:60](=[O:80])[N:61]([N:66]([CH3:79])[CH:67]3[CH2:72][CH2:71][N:70]([C:73]4[CH:74]=[CH:75][N:76]=[CH:77][CH:78]=4)[CH2:69][CH2:68]3)[CH:62]([CH2:64][N:24]3[C:20](=[O:30])[C:21]4[C:22](=[CH:26][CH:27]=[CH:28][CH:29]=4)[C:23]3=[O:25])[CH2:63]1)(=[O:57])=[O:56])[CH:49]=[CH:48]2 |f:3.4|. Procedure: A mixture of triphenylphosphine (0.49 g), phthalimide (0.29 g) and methylene chloride (15 ml) was combined with diethyl azodicarboxylate (0.29 ml) with stirring at 0° C., and stirred for 10 minutes. This solution was combined, at 0° C. with stirring, with a solution of 4-[(6-chloro-2-naphthyl)sulfonyl]-6-(hydoxymethyl)-1-[methyl[1-(4-pyridinyl)-4-piperidinyl]amino]-2-piperazinone hydrochloride (0.27 g) in methylene chloride (10 ml) and stirred at room temperature for 1 hour. The reaction mixture...